Dataset: the Open Reaction Database (ORD), a public repository of structured organic reaction records. Task: describe an organic reaction: reactants, conditions, products, and yield The reactants are C1(=CC=CC=C1)S(=O)(=O)N1C(=CC=2C1=NC=CC2)C(O)C2=CC=C(C=C2)SC ((1-benzenesulfonyl-1H-pyrrolo[2,3-b]pyridin-2-yl)-(4-methylsulfanyl-phenyl)-methanol), CC(=O)OI1(C=2C=CC=CC2C(=O)O1)(OC(=O)C)OC(=O)C (Dess-Martin periodinane). The solvent is ClCCl (dichloromethane). Run at temperature 25 celsius, time 1 hour. The product is C1(=CC=CC=C1)S(=O)(=O)N1C(=CC=2C1=NC=CC2)C(=O)C2=CC=C(C=C2)SC ((1-benzenesulfonyl-1H-pyrrolo[2,3-b]pyridin-2-yl)-(4-methylsulfanyl-phenyl)-methanone). Isolated yield 96.3%. As a reaction SMILES: [C:1]1([S:7]([N:10]2[C:14]3=[N:15][CH:16]=[CH:17][CH:18]=[C:13]3[CH:12]=[C:11]2[CH:19]([C:21]2[CH:26]=[CH:25][C:24]([S:27][CH3:28])=[CH:23][CH:22]=2)[OH:20])(=[O:9])=[O:8])[CH:6]=[CH:5][CH:4]=[CH:3][CH:2]=1.CC(OI1(OC(C)=O)(OC(C)=O)OC(=O)C2C=CC=CC1=2)=O>ClCCl>[C:1]1([S:7]([N:10]2[C:14]3=[N:15][CH:16]=[CH:17][CH:18]=[C:13]3[CH:12]=[C:11]2[C:19]([C:21]2[CH:22]=[CH:23][C:24]([S:27][CH3:28])=[CH:25][CH:26]=2)=[O:20])(=[O:9])=[O:8])[CH:2]=[CH:3][CH:4]=[CH:5][CH:6]=1. Procedure details: To a solution of (1-benzenesulfonyl-1H-pyrrolo[2,3-b]pyridin-2-yl)-(4-methylsulfanyl-phenyl)-methanol (7.0 g, 17.1 mmol) in dichloromethane (600 ml) was added Dess-Martin periodinane (21.8 g, 51.3 mmol) at 25° C. The reaction mixture was stirred at 25° C. for 1 h and then quenched with a saturated aqueous sodium bicarbonate solution (100 mL). The mixture was extracted with ethyl acetate (500 mL), washed with a saturated aqueous sodium bicarbonate solution (3×80 mL), brine, dried over anhydrous s... Starting materials: C(C)(C)N(CC)C(C)C (Diisopropylethylamine), C(C)(C)(C)OC(NC1CCNCC1)=O (piperidin-4-yl-carbamic acid tert-butyl ester), COC(=O)C=1OC(=CC1)S(=O)(=O)Cl (5-chlorosulfonyl-furan-2-carboxylic acid methyl ester). Solvent: C(Cl)Cl (DCM), C(Cl)Cl (DCM). Reaction conditions: time 1 hour. Product: COC(=O)C=1OC(=CC1)S(=O)(=O)N1CCC(CC1)NC(=O)OC(C)(C)C (5-(4-tert-Butoxycarbonylamino-piperidine-1-sulfonyl)-furan-2-carboxylic acid methyl ester). Yield: 86.6%. As a reaction SMILES: C(N(C(C)C)CC)(C)C.[C:10]([O:14][C:15](=[O:23])[NH:16][CH:17]1[CH2:22][CH2:21][NH:20][CH2:19][CH2:18]1)([CH3:13])([CH3:12])[CH3:11].[CH3:24][O:25][C:26]([C:28]1[O:29][C:30]([S:33](Cl)(=[O:35])=[O:34])=[CH:31][CH:32]=1)=[O:27]>C(Cl)Cl>[CH3:24][O:25][C:26]([C:28]1[O:29][C:30]([S:33]([N:20]2[CH2:21][CH2:22][CH:17]([NH:16][C:15]([O:14][C:10]([CH3:13])([CH3:11])[CH3:12])=[O:23])[CH2:18][CH2:19]2)(=[O:35])=[O:34])=[CH:31][CH:32]=1)=[O:27]. Procedure details: Diisopropylethylamine (0.75 ml, 4.45 mmol) was added in one portion to a stirred solution of piperidin-4-yl-carbamic acid tert-butyl ester (0.45 g, 2.26 mmol) in DCM (5 ml) at room temperature. To this mixture was added 5-chlorosulfonyl-furan-2-carboxylic acid methyl ester (0.5 g, 2.26 mmol) in one portion and the mixture was stirred at room temperature under a nitrogen atmosphere for 1 hour. After this time the mixture was diluted with DCM (100 ml) and washed sequentially with HCl (1M solution,...